From a dataset of the Open Reaction Database (ORD), a public repository of structured organic reaction records. describe an organic reaction: reactants, conditions, products, and yield The reactants are N12CCCCCC2=NCCC1 (1,8-Diazabicyclo[5,4,0]undec-7-ene), Cl.NCC1=C2C(N(C(C2=CC=C1)=O)C1C(NC(CC1)=O)=O)=O (4-(aminomethyl)-2-(2,6-dioxo(3-piperidyl))isoindoline-1,3-dione hydrochloride), O=C1N(C(CC1)=O)OC(=O)NC=1C=NC=CC1 ((2,5-dioxopyrrolidinyloxy)-N-(3-pyridyl)carboxamide). The solvent is C(C)#N (acetonitrile). Conditions: time 20 minute. The product is O=C1NC(CCC1N1C(C2=CC=CC(=C2C1=O)CNC(=O)NC=1C=NC=CC1)=O)=O (N-{[2-(2,6-dioxo(3-piperidyl))-1,3-dioxoisoindolin-4-yl]methyl}(3-pyridylamino)carboxamide). Yield: 30.5%. Reaction SMILES: N12CCCN=C1CCCCC2.Cl.[NH2:13][CH2:14][C:15]1[CH:23]=[CH:22][CH:21]=[C:20]2[C:16]=1[C:17](=[O:33])[N:18]([CH:25]1[CH2:30][CH2:29][C:28](=[O:31])[NH:27][C:26]1=[O:32])[C:19]2=[O:24].O=C1CCC(=O)N1[O:41][C:42]([NH:44][C:45]1[CH:46]=[N:47][CH:48]=[CH:49][CH:50]=1)=O>C(#N)C>[O:32]=[C:26]1[CH:25]([N:18]2[C:17](=[O:33])[C:16]3[C:20](=[CH:21][CH:22]=[CH:23][C:15]=3[CH2:14][NH:13][C:42]([NH:44][C:45]3[CH:46]=[N:47][CH:48]=[CH:49][CH:50]=3)=[O:41])[C:19]2=[O:24])[CH2:30][CH2:29][C:28](=[O:31])[NH:27]1 |f:1.2|. Procedure: 1,8-Diazabicyclo[5,4,0]undec-7-ene (0.29 g, 1.9 mmol) was added to a stirred suspension of 4-(aminomethyl)-2-(2,6-dioxo(3-piperidyl))isoindoline-1,3-dione hydrochloride (0.6 g, 1.85 mmol) in acetonitrile (50 mL). After stirring for 20 min, (2,5-dioxopyrrolidinyloxy)-N-(3-pyridyl)carboxamide (0.44 g, 1.85 mmol) was added. The mixture was stirred at room temperature for 17 hours. The mixture was filtered and the solid was recrystallized from methanol (25 mL) to give N-{[2-(2,6-dioxo(3-piperidyl))-... Reactants: ClC1=C(C(=O)O)C=CC(=C1OCC(=O)N(CC)CC)S(=O)(=O)CC (2-chloro-3-(N,N-diethylaminocarbonylmethoxy)-4-ethylsulfonylbenzoic acid), Cl.CN(CCCN=C=NCC)C (N′-(3-dimethylaminopropyl)-N-ethylcarbodiimide-hydrochloride). Reagents/catalysts: CN(C)C=1C=CN=CC1 (DMAP). The solvent is C(Cl)Cl (CH2Cl2), C(Cl)Cl (CH2Cl2). Yields the product ClC1=C(C(=O)OC2=CC(CCC2)=O)C=CC(=C1OCC(=O)N(CC)CC)S(=O)(=O)CC (3-Oxo-1-cyclohexenyl 2-chloro-3-(N,N-diethylaminocarbonylmethoxy)-4-ethylsulfonylbenzoate). As a reaction SMILES: [Cl:1][C:2]1[C:10]([O:11][CH2:12][C:13]([N:15]([CH2:18][CH3:19])[CH2:16][CH3:17])=[O:14])=[C:9]([S:20]([CH2:23][CH3:24])(=[O:22])=[O:21])[CH:8]=[CH:7][C:3]=1[C:4]([OH:6])=[O:5].Cl.CN(C)[CH2:28][CH2:29][CH2:30]N=C=NCC>CN(C1C=CN=CC=1)C.C(Cl)Cl>[Cl:1][C:2]1[C:10]([O:11][CH2:12][C:13]([N:15]([CH2:16][CH3:17])[CH2:18][CH3:19])=[O:14])=[C:9]([S:20]([CH2:23][CH3:24])(=[O:22])=[O:21])[CH:8]=[CH:7][C:3]=1[C:4]([O:6][C:28]1[CH2:29][CH2:30][CH2:2][C:10](=[O:11])[CH:9]=1)=[O:5] |f:1.2|. Procedure details: 0.500 g (1.30 mmol) of 2-chloro-3-(N,N-diethylaminocarbonylmethoxy)-4-ethylsulfonylbenzoic acid, 0.163 g (1.30 mmol) of N′-(3-dimethylaminopropyl)-N-ethylcarbodiimide-hydrochloride and 0.002 g of DMAP were stirred for 10 hours at RT in 15 ml of CH2Cl2. The mixture was subsequently diluted with CH2Cl2 and washed with 0.5 N HCl, with water, with saturated NaHCO3 solution and again with water. After the organic phases had been dried over Na2SO4 and concentrated completely, the product was obtained ... The reactants are [C-]#N, [C-]#N, CN1CCCC1=O, CCOC(C)=O, CC(C)OCC1(C(C)(F)F)c2cc(Cl)ccc2Nc2ncccc21, [Zn+2], [Zn]. Yields the product CC(C)OCC1(C(C)(F)F)c2cc(C#N)ccc2Nc2ncccc21. RXN SMILES: [C-:38]#[N:39].[C-:41]#[N:42].[CH3:25][N:26]1[CH2:27][CH2:28][CH2:29][C:30]1=[O:31].[CH3:32][CH2:33][O:34][C:35]([CH3:36])=[O:37].[Cl:1][c:2]1[cH:3][c:4]2[c:5]([cH:23][cH:24]1)[NH:6][c:7]1[n:8][cH:9][cH:10][cH:11][c:12]1[C:13]2([C:14]([CH3:15])([F:16])[F:17])[CH2:18][O:19][CH:20]([CH3:21])[CH3:22].[Zn+2:40].[Zn:43]>>[c:2]1([C:25]#[N:26])[cH:3][c:4]2[c:5]([cH:23][cH:24]1)[NH:6][c:7]1[n:8][cH:9][cH:10][cH:11][c:12]1[C:13]2([C:14]([CH3:15])([F:16])[F:17])[CH2:18][O:19][CH:20]([CH3:21])[CH3:22]. Reactants: C(C)C(CO)CCCC (2-ethylhexanol), [OH-].[Na+] (NaOH), Hydrocarbon, alcohol, [OH-].[Na+] (sodium hydroxide). Solvent: O (water). The product is C(C)C(C=O)=CCCC (2-ethylhexenal). As a reaction SMILES: [CH2:1]([CH:3]([CH2:6][CH2:7][CH2:8][CH3:9])[CH2:4][OH:5])[CH3:2].[OH-].[Na+]>O>[CH2:1]([C:3](=[CH:6][CH2:7][CH2:8][CH3:9])[CH:4]=[O:5])[CH3:2] |f:1.2|. Procedure details: The aldol reaction of n-butyraldehyde with simultaneous elimination of water to form 2-ethylhexenal is carried out worldwide on a large scale since the hydrogenation product, viz. 2-ethylhexanol, is used in large quantities as plasticizer alcohol. As catalyst, use is usually made of a base dissolved in water. The use of aqueous sodium hydroxide having an NaOH content in the percentage range is typical. The reaction is frequently carried out in a temperature range of 80-150° C., a pressure of les... RXN SMILES: [C:11](=[O:12])([O-:13])[O-:14].[CH3:1][c:2]1[c:3]([OH:10])[c:4]([OH:5])[c:6]([CH3:9])[cH:7][cH:8]1.[CH3:21][N:22]([CH3:23])[CH:24]=[O:25].[Cl:17][CH2:18][Br:19].[K+:15].[K+:16].[OH2:20]>>[CH3:1][c:2]1[c:3]2[c:4]([c:6]([CH3:9])[cH:7][cH:8]1)[O:5][CH2:11][O:10]2. The product is Cc1ccc(C)c2c1OCO2. Reactants: O=C([O-])[O-], Cc1ccc(C)c(O)c1O, CN(C)C=O, ClCBr, [K+], [K+], O.